From a dataset of the Open Reaction Database (ORD), a public repository of structured organic reaction records. describe an organic reaction: reactants, conditions, products, and yield Starting materials: [OH-].[Na+] (NaOH), C(Cl)Cl (CH2Cl2), C(=S)=S (CS2), C(C1=CC=CO1)N (Furfurylamine), ice, [O-]Cl.[Na+] (NaOCl). Solvent: O (H2O). Conditions: temperature 20 celsius, time 16 hour. The product is C(C1=CC=CO1)N=C=S (furfurylisothiocyanate). As a reaction SMILES: [CH2:1]([NH2:7])[C:2]1[O:6][CH:5]=[CH:4][CH:3]=1.[OH-].[Na+].C(Cl)Cl.[O-]Cl.[Na+].[C:16](=S)=[S:17]>O>[CH2:1]([N:7]=[C:16]=[S:17])[C:2]1[O:6][CH:5]=[CH:4][CH:3]=1 |f:1.2,4.5|. Reported procedure: Furfurylamine (9.71 g) is added over 30 minutes to a stirred, cooled mixture of 8.84 g of NaOH, 20 ml of CH2Cl2, 15 ml of H2O and 7.5 ml of CS2. The mixture is stirred 55 minutes in the ice bath and 600 ml of 5.25% aqueous NaOCl solution is added over 1 hour and 45 minutes (temperature is maintained at 8° C. or less). After stirring 16 hours at 20° C., the reaction mixture is extracted three times with CH2Cl2 (total volume of combined CH2Cl2 extracts is 600 ml). The CH2Cl2 extract is washed with... The reactants are tris(dibenzylideneacetone)dipalladium-[0], C(C1=CC=CC=C1)OC1=C(C(=CC(=C1)Br)F)F (1-benzyloxy-5-bromo-2,3-difluoro-benzene), C(C)(C)(C)P(C1=C(C=CC=C1)C1=C(C=C(C=C1C(C)C)C(C)C)C(C)C)C(C)(C)C (2-di-tert-butylphosphino-2′,4′,6′-triisopropylbiphenyl), O1CCOCC1 (1,4-dioxane). Solvent: [OH-].[K+] (KOH), CCOC(=O)C (EtOAc), O (Water), [OH-].[K+] (potassium hydroxide). Reaction conditions: temperature 90 celsius. Yields the product C(C1=CC=CC=C1)OC=1C=C(C=C(C1F)F)O (3-benzyloxy-4,5-difluoro-phenol). The yield is 60.0%. As a reaction SMILES: C(P(C(C)(C)C)C1C=CC=CC=1C1C(C(C)C)=CC(C(C)C)=CC=1C(C)C)(C)(C)C.[CH2:31]([O:38][C:39]1[CH:44]=[C:43](Br)[CH:42]=[C:41]([F:46])[C:40]=1[F:47])[C:32]1[CH:37]=[CH:36][CH:35]=[CH:34][CH:33]=1.[O:48]1CCOCC1>O.[OH-].[K+].CCOC(C)=O>[CH2:31]([O:38][C:39]1[CH:44]=[C:43]([OH:48])[CH:42]=[C:41]([F:46])[C:40]=1[F:47])[C:32]1[CH:37]=[CH:36][CH:35]=[CH:34][CH:33]=1 |f:4.5|. Reported procedure: To a solution of potassium hydroxide (2246.7 mg, 40.12 mmol) in 1,4-dioxane (5 mL) and Water (5 mL) was added 2-di-tert-butylphosphino-2′,4′,6′-triisopropylbiphenyl (212.63 mg, 0.5015 mmol). The reaction mixture was degassed with nitrogen and then treated with tris(dibenzylideneacetone)dipalladium-[0](183.54 mg, 0.2006 mmol) and 1-benzyloxy-5-bromo-2,3-difluoro-benzene [CAS: 1035155-54-4](3 g, 10.03 mmol) the reaction was then heated at 90° C. for 16 hours. The reaction was diluted with aq. KOH ... Starting materials: N(=NC(=O)OC(C)C)C(=O)OC(C)C (Diisopropyl azodicarboxylate), C(C1=CC=CC=C1)N(C1=NC(=CC=C1NC(C)=O)Br)C[C@@H](C)O ((R)-N-(2-(benzyl(2-hydroxypropyl)amino)-6-bromopyridin-3-yl)acetamide), C1(=CC=CC=C1)P(C1=CC=CC=C1)C1=CC=CC=C1 (triphenylphosphine). Run in C1CCOC1 (THF). Reaction conditions: time 30 minute. Product: C(C1=CC=CC=C1)N1C2=C(N([C@H](C1)C)C(C)=O)C=CC(=N2)Br ((S)-1-(4-benzyl-6-bromo-2-methyl-3,4-dihydropyrido[2,3-b]pyrazine-1 (2H)-yl)ethanone). The yield is 72.3%. Reaction SMILES: N(C(OC(C)C)=O)=NC(OC(C)C)=O.[CH2:15]([N:22]([CH2:34][C@H:35](O)[CH3:36])[C:23]1[C:28]([NH:29][C:30](=[O:32])[CH3:31])=[CH:27][CH:26]=[C:25]([Br:33])[N:24]=1)[C:16]1[CH:21]=[CH:20][CH:19]=[CH:18][CH:17]=1.C1(P(C2C=CC=CC=2)C2C=CC=CC=2)C=CC=CC=1>C1COCC1>[CH2:15]([N:22]1[CH2:34][C@H:35]([CH3:36])[N:29]([C:30](=[O:32])[CH3:31])[C:28]2[CH:27]=[CH:26][C:25]([Br:33])=[N:24][C:23]1=2)[C:16]1[CH:21]=[CH:20][CH:19]=[CH:18][CH:17]=1. Reported procedure: Diisopropyl azodicarboxylate (0.763 mL, 3.93 mmol) was slowly added to a solution of (R)-N-(2-(benzyl(2-hydroxypropyl)amino)-6-bromopyridin-3-yl)acetamide (1.35 g, 3.57 mmol) and triphenylphosphine (1.030 g, 3.93 mmol) in THF (35.7 mL). A mild exotherm was observed. The reaction mixture stirred at room temperature for 30 minutes and was then concentrated under reduced pressure. The crude product was purified by column chromatography on silica gel (eluting with 10:1 dichloromethane-ethyl acetate)... Starting materials: NC=1SC(=CC1C(=O)N)C1=CC=C(C=C1)C(C)(C)O (2-Amino-5-[4-(1-hydroxy-1-methylethyl)phenyl]thiophene-3-carboxamide), BrC1=CC=CC(=N1)COCC(C)(O)C (1-[(6-Bromopyridin-2-yl)methoxy]-2-methylpropan-2-ol), C(=O)([O-])[O-].[K+].[K+] (K2CO3), CC(C)C1=CC(=C(C(=C1)C(C)C)C2=C(C=CC=C2)P(C3CCCCC3)C4CCCCC4)C(C)C (X-Phos). The reagents and catalysts are C=1C=CC(=CC1)/C=C/C(=O)/C=C/C2=CC=CC=C2.C=1C=CC(=CC1)/C=C/C(=O)/C=C/C2=CC=CC=C2.C=1C=CC(=CC1)/C=C/C(=O)/C=C/C2=CC=CC=C2.[Pd].[Pd] (Pd2dba3). The solvent is CCO (EtOH). Conditions: temperature 100 celsius, time 8 hour. Yields the product OC(C)(C)C1=CC=C(C=C1)C1=CC(=C(S1)NC1=NC(=CC=C1)COCC(C)(C)O)C(=O)N (5-[4-(1-Hydroxy-1-methylethyl)phenyl]-2-({6-[(2-hydroxy-2-methylpropoxy)methyl]pyridin-2-yl}amino)thiophene-3-carboxamide). Reaction SMILES: [NH2:1][C:2]1[S:3][C:4]([C:10]2[CH:15]=[CH:14][C:13]([C:16]([OH:19])([CH3:18])[CH3:17])=[CH:12][CH:11]=2)=[CH:5][C:6]=1[C:7]([NH2:9])=[O:8].Br[C:21]1[N:26]=[C:25]([CH2:27][O:28][CH2:29][C:30]([CH3:33])([OH:32])[CH3:31])[CH:24]=[CH:23][CH:22]=1.C([O-])([O-])=O.[K+].[K+].CC(C1C=C(C(C)C)C(C2C=CC=CC=2P(C2CCCCC2)C2CCCCC2)=C(C(C)C)C=1)C>C1C=CC(/C=C/C(/C=C/C2C=CC=CC=2)=O)=CC=1.C1C=CC(/C=C/C(/C=C/C2C=CC=CC=2)=O)=CC=1.C1C=CC(/C=C/C(/C=C/C2C=CC=CC=2)=O)=CC=1.[Pd].[Pd].CCO>[OH:19][C:16]([C:13]1[CH:14]=[CH:15][C:10]([C:4]2[S:3][C:2]([NH:1][C:21]3[CH:22]=[CH:23][CH:24]=[C:25]([CH2:27][O:28][CH2:29][C:30]([OH:32])([CH3:31])[CH3:33])[N:26]=3)=[C:6]([C:7]([NH2:9])=[O:8])[CH:5]=2)=[CH:11][CH:12]=1)([CH3:17])[CH3:18] |f:2.3.4,6.7.8.9.10|. Procedure: 2-Amino-5-[4-(1-hydroxy-1-methylethyl)phenyl]thiophene-3-carboxamide (0.1 g, 0.362 mmol), 1-[(6-bromopyridin-2-yl)methoxy]-2-methylpropan-2-ol (Example 217 Step 1) (0.085 g, 0.326 mmol), Pd2dba3 (0.017 g, 0.018 mmol), K2CO3 (0.055 g, 0.398 mmol) and X-Phos (0.043 g, 0.090 mmol) were added to a 5 mL microwave vial. Degassed EtOH (1 mL) was added and the vial evacuated and back-filled with N2 (3×). The resulting mixture was stirred at 100° C. overnight. After cooling to room temperature, the mixtu... The reactants are CC(C)(C)OC(=O)N, C1=CN=C(C=C1F)Cl. Reagents/catalysts: C(=O)([O-])[O-].[Cs+].[Cs+], CC1(C2=C(C(=CC=C2)P(C3=CC=CC=C3)C4=CC=CC=C4)OC5=C1C=CC=C5P(C6=CC=CC=C6)C7=CC=CC=C7)C, C1=CC=C(C=C1)/C=C/C(=O)/C=C/C2=CC=CC=C2.C1=CC=C(C=C1)/C=C/C(=O)/C=C/C2=CC=CC=C2.C1=CC=C(C=C1)/C=C/C(=O)/C=C/C2=CC=CC=C2.[Pd].[Pd]. Solvent: C1COCCO1. Conditions: temperature 90 celsius. The product is C1=CN=C(C=C1F)N. Isolated yield 25.3%. Procedure details: 2-chloro-4-fluoropyridine (1.5 g, 11.40 mmol), tert-butyl carbamate (1.403 g, 11.97 mmol), CESIUM CARBONATE (7.43 g, 22.81 mmol) ,TRIS(DIBENZYLIDENEACETONE)DIPALLADIUM (0.418 g, 0.46 mmol) and 9,9-DIMETHYL-4,5-BIS(DIPHENYLPHOSPHINO)XANTHENE (0.528 g, 0.91 mmol) were suspended in 1,4-dioxane (28 ml) ,degased with argon and heated to 90 °C for 4 hours.  After cooling the reaction was quenched with water and extracted with ethyl acetate ( x 2 ). The combined organic phases were washed with water , ...